From a dataset of the Open Reaction Database (ORD), a public repository of structured organic reaction records. describe an organic reaction: reactants, conditions, products, and yield Reactants: N#CN=C(N)Nc1cccc(C(=O)NCC(=O)NC(CC(=O)OCc2ccccc2)c2ccccc2)c1, C1CCOC1, CO, [Na+], [OH-]. The product is N#CN=C(N)Nc1cccc(C(=O)NCC(=O)NC(CC(=O)O)c2ccccc2)c1. As a reaction SMILES: [C:1](#[N:2])[N:3]=[C:4]([NH2:5])[NH:6][c:7]1[cH:8][c:9]([C:13](=[O:14])[NH:15][CH2:16][C:17](=[O:18])[NH:19][CH:20]([CH2:21][C:22](=[O:23])[O:24][CH2:25][c:26]2[cH:27][cH:28][cH:29][cH:30][cH:31]2)[c:32]2[cH:33][cH:34][cH:35][cH:36][cH:37]2)[cH:10][cH:11][cH:12]1.[CH2:40]1[O:41][CH2:42][CH2:43][CH2:44]1.[CH3:38][OH:39].[Na+:46].[OH-:45]>>[C:1](#[N:2])[N:3]=[C:4]([NH2:5])[NH:6][c:7]1[cH:8][c:9]([C:13](=[O:14])[NH:15][CH2:16][C:17](=[O:18])[NH:19][CH:20]([CH2:21][C:22](=[O:23])[OH:24])[c:32]2[cH:33][cH:34][cH:35][cH:36][cH:37]2)[cH:10][cH:11][cH:12]1. Reactants: NC1=C(C2=C(CNCC2)S1)C(=O)OCC (2-amino-3-carboethoxy-4,5,6,7-tetrahydrothieno[2,3-c]pyridine), C(C)(=O)OC(C)=O (acetic anhydride), C(C)(OCC)(OCC)OCC (triethyl orthoacetate). The product is C(=O)(OCC)C1=C(SC=2CN(CCC21)C)N=C(C)OCC (Ethyl N-(3-carboethoxy-6-methyl-4,5,6,7-tetrahydrothieno[2,3-c]pyridin-2-yl)ethanimidate). Isolated yield 92.0%. RXN SMILES: [NH2:1][C:2]1[S:10][C:5]2[CH2:6][NH:7][CH2:8][CH2:9][C:4]=2[C:3]=1[C:11]([O:13][CH2:14][CH3:15])=[O:12].[C:16]([O:19][C:20](=O)[CH3:21])(=O)[CH3:17].[C:23](OCC)(OCC)(OCC)C>>[C:11]([C:3]1[C:4]2[CH2:9][CH2:8][N:7]([CH3:23])[CH2:6][C:5]=2[S:10][C:2]=1[N:1]=[C:16]([O:19][CH2:20][CH3:21])[CH3:17])([O:13][CH2:14][CH3:15])=[O:12]. Procedure details: 3.0 g (12.5 mmol) of 2-amino-3-carboethoxy-4,5,6,7-tetrahydrothieno[2,3-c]pyridine in 25 ml of triethyl orthoacetate were mixed with 0.8 ml of acetic anhydride and refluxed under nitrogen for 2 h. The mixture was then completely evaporated in a rotary evaporator at 80° C. 3.6 g (92%) of crude product were isolated as a dark oil which is sufficiently pure for the next reaction. Starting materials: [BH4-], N#Cc1ccc(-c2ccc(C3CCC(=O)CC3)cc2)cc1, CCOCC, CO, Cl, [Na+]. Yields the product N#Cc1ccc(-c2ccc(C3CCC(O)CC3)cc2)cc1. Reaction SMILES: [BH4-:27].[C:1](#[N:2])[c:3]1[cH:4][cH:5][c:6](-[c:9]2[cH:10][cH:11][c:12]([CH:15]3[CH2:16][CH2:17][C:18](=[O:21])[CH2:19][CH2:20]3)[cH:13][cH:14]2)[cH:7][cH:8]1.[CH3:22][CH2:23][O:24][CH2:25][CH3:26].[CH3:30][OH:31].[ClH:29].[Na+:28]>>[C:1](#[N:2])[c:3]1[cH:4][cH:5][c:6](-[c:9]2[cH:10][cH:11][c:12]([CH:15]3[CH2:16][CH2:17][CH:18]([OH:21])[CH2:19][CH2:20]3)[cH:13][cH:14]2)[cH:7][cH:8]1. Starting materials: COC(=O)C1=CCCC1, CCOC(C)=O, ClCCl, O=C(OO)c1cccc(Cl)c1. Product: COC(=O)C12CCCC1O2. Reaction SMILES: [C:1]1([C:6](=[O:7])[O:8][CH3:9])=[CH:2][CH2:3][CH2:4][CH2:5]1.[CH3:24][CH2:25][O:26][C:27]([CH3:28])=[O:29].[Cl:21][CH2:22][Cl:23].[OH:10][O:11][C:12]([c:13]1[cH:14][c:15]([Cl:16])[cH:17][cH:18][cH:19]1)=[O:20]>>[C:1]12([C:6](=[O:7])[O:8][CH3:9])[CH2:2][CH2:3][CH2:4][CH:5]1[O:10]2. Reactants: O=C([O-])[O-], CC(=O)[O-], CC(=O)[O-], Cc1cc(N)n(-c2ccccn2)n1, CN(C)C=O, CC(=O)O, [Cu+2], O=C(O)c1ccccc1I, [K+], [K+], O. Product: Cc1cc(Nc2ccccc2C(=O)O)n(-c2ccccn2)n1. Reaction SMILES: [C:24](=[O:25])([O-:26])[O-:27].[C:36]([O-:37])(=[O:38])[CH3:39].[C:41]([O-:42])(=[O:43])[CH3:44].[CH3:1][c:2]1[n:3][n:4](-[c:8]2[n:9][cH:10][cH:11][cH:12][cH:13]2)[c:5]([NH2:7])[cH:6]1.[CH3:31][N:32]([CH3:33])[CH:34]=[O:35].[CH3:45][C:46](=[O:47])[OH:48].[Cu+2:40].[I:14][c:15]1[c:16]([C:17](=[O:18])[OH:19])[cH:20][cH:21][cH:22][cH:23]1.[K+:28].[K+:29].[OH2:30]>>[CH3:1][c:2]1[n:3][n:4](-[c:8]2[n:9][cH:10][cH:11][cH:12][cH:13]2)[c:5]([NH:7][c:15]2[c:16]([C:17](=[O:18])[OH:19])[cH:20][cH:21][cH:22][cH:23]2)[cH:6]1. Reactants: ClC1=C(C=CC(=C1[N+](=O)[O-])Cl)C(F)(F)F (2,4-dichloro-3-nitro-benzotrifluoride). Reagents/catalysts: [Ni] (Raney-nickel). Run in CO (MeOH). Yields the product ClC1=C(N)C(=CC=C1C(F)(F)F)Cl (2,6-Dichloro-3-trifluoromethyl-anilin). RXN SMILES: [Cl:1][C:2]1[C:7]([N+:8]([O-])=O)=[C:6]([Cl:11])[CH:5]=[CH:4][C:3]=1[C:12]([F:15])([F:14])[F:13]>CO.[Ni]>[Cl:1][C:2]1[C:3]([C:12]([F:13])([F:15])[F:14])=[CH:4][CH:5]=[C:6]([Cl:11])[C:7]=1[NH2:8]. Reported procedure: Hydrogenation of 2,4-dichloro-3-nitro-benzotrifluoride (5.0 g, 19.2 mmol; ABCR, Karlsruhe/Germany) in 100 ml MeOH in the presence of 1 g Raney-nickel, filtration and concentration of the filtrate gives the title compound: TLC: Rf=0.67 (EE).